From a dataset of the Open Reaction Database (ORD), a public repository of structured organic reaction records. describe an organic reaction: reactants, conditions, products, and yield Reactants: CC(=O)OC(C)Cc1ccc(C2=NNC(=O)CC2)cc1, Cl, [Na+], [OH-]. Product: CC(O)Cc1ccc(C2=NNC(=O)CC2)cc1. Reaction SMILES: [C:1](=[O:2])([CH3:3])[O:4][CH:5]([CH2:6][c:7]1[cH:8][cH:9][c:10]([C:13]2=[N:18][NH:17][C:16](=[O:19])[CH2:15][CH2:14]2)[cH:11][cH:12]1)[CH3:20].[ClH:21].[Na+:23].[OH-:22]>>[OH:4][CH:5]([CH2:6][c:7]1[cH:8][cH:9][c:10]([C:13]2=[N:18][NH:17][C:16](=[O:19])[CH2:15][CH2:14]2)[cH:11][cH:12]1)[CH3:20].